Dataset: the Open Reaction Database (ORD), a public repository of structured organic reaction records. Task: describe an organic reaction: reactants, conditions, products, and yield Starting materials: [I-].[K+] (potassium iodide), O1CCCC1 (tetrahydrofuran), FC=1C=CC2=C(C(=NCC=3N2C(=NN3)CCl)C3=C(C=CC=C3)Cl)C1 (8-fluoro-1-(chloromethyl)-6-(o-chlorophenyl)-4H-s-triazolo[4,3-a][1,4]benzodiazepine), CNC1CC1 (methylcyclopropylamine). The product is FC=1C=CC2=C(C(=NCC=3N2C(=NN3)CNCC3CC3)C3=C(C=CC=C3)Cl)C1 (8-fluoro-1-[(cyclopropylmethylamino)methyl]-6-(o-chlorophenyl)-4H-s-triazolo[4,3-a][1,4]benzodiazepine). Reaction SMILES: [I-].[K+].[F:3][C:4]1[CH:5]=[CH:6][C:7]2[N:13]3[C:14]([CH2:17]Cl)=[N:15][N:16]=[C:12]3[CH2:11][N:10]=[C:9]([C:19]3[CH:24]=[CH:23][CH:22]=[CH:21][C:20]=3[Cl:25])[C:8]=2[CH:26]=1.C[NH:28]C1CC1.O1[CH2:36][CH2:35][CH2:34][CH2:33]1>>[F:3][C:4]1[CH:5]=[CH:6][C:7]2[N:13]3[C:14]([CH2:17][NH:28][CH2:33][CH:34]4[CH2:36][CH2:35]4)=[N:15][N:16]=[C:12]3[CH2:11][N:10]=[C:9]([C:19]3[CH:24]=[CH:23][CH:22]=[CH:21][C:20]=3[Cl:25])[C:8]=2[CH:26]=1 |f:0.1|. Procedure: In the manner given in Example 2, potassium iodide and 8-fluoro-1-(chloromethyl)-6-(o-chlorophenyl)-4H-s-triazolo[4,3-a][1,4]benzodiazepine in tetrahydrofuran is treated with methylcyclopropylamine to give 8-fluoro-1-[(cyclopropylmethylamino)methyl]-6-(o-chlorophenyl)-4H-s-triazolo[4,3-a][1,4]benzodiazepine.